Dataset: the Open Reaction Database (ORD), a public repository of structured organic reaction records. Task: describe an organic reaction: reactants, conditions, products, and yield Reactants: CN(S(=O)(=O)C1=NN=C(S1)N=C=O)C (5-(N,N-Dimethylaminosulfonyl)-1,3,4-thiadiazol-2-yl isocynate), CC(CNC)(C1OCC(O1)C)C (N-[2,2-dimethyl-2-(4-methyl-1,3-dioxolan-2-yl)ethyl]methylamine). The solvent is C(C)(=O)OCC (ethyl acetate). The product is CN(S(=O)(=O)C1=NN=C(S1)NC(=O)N(C)CC(C1OCC(O1)C)(C)C)C (N-[5-(N,N-dimethylaminosulfonyl)-1,3,4-thiadiazol-2-yl]-N'-[2,2-dimethyl-2-(4-methyl-1,3-dioxolan-2-yl)ethyl]-N'-methylurea). As a reaction SMILES: [CH3:1][N:2]([CH3:14])[S:3]([C:6]1[S:10][C:9]([N:11]=[C:12]=[O:13])=[N:8][N:7]=1)(=[O:5])=[O:4].[CH3:15][C:16]([CH3:26])([CH:20]1[O:24][CH:23]([CH3:25])[CH2:22][O:21]1)[CH2:17][NH:18][CH3:19]>C(OCC)(=O)C>[CH3:1][N:2]([CH3:14])[S:3]([C:6]1[S:10][C:9]([NH:11][C:12]([N:18]([CH2:17][C:16]([CH3:15])([CH3:26])[CH:20]2[O:24][CH:23]([CH3:25])[CH2:22][O:21]2)[CH3:19])=[O:13])=[N:8][N:7]=1)(=[O:5])=[O:4]. Procedure details: 5-(N,N-Dimethylaminosulfonyl)-1,3,4-thiadiazol-2-yl isocynate dimer (6 grams) N-[2,2-dimethyl-2-(4-methyl-1,3-dioxolan-2-yl)ethyl]methylamine (6 grams) and ethyl acetate (20 ml) are charged into a glass reaction vessel fitted with a mechanical stirrer. The reaction mixture is heated on a steam bath for a period of about 2 hours. Solvent is then stripped off using a rotary evaporator to yield the desired product N-[5-(N,N-dimethylaminosulfonyl)-1,3,4-thiadiazol-2-yl]-N'-[2,2-dimethyl-2-(4-methyl-... Reactants: ClC=1C=C2CCNC2=CC1 (5-chloro-indoline), ClC1=NC=NC2=CC(=C(C=C12)OC)OC (4-chloro-6,7-dimethoxy-quinazoline). Solvent: CC(C)O (i-PrOH). The product is ClC=1C=C2CCN(C2=CC1)C1=NC=NC2=CC(=C(C=C12)OC)OC (4-(5-Chloro-2,3-dihydro-indol-1-yl)-6,7-dimethoxy-quinazoline). Isolated yield 92.0%. RXN SMILES: [Cl:1][C:2]1[CH:3]=[C:4]2[C:8](=[CH:9][CH:10]=1)[NH:7][CH2:6][CH2:5]2.Cl[C:12]1[C:21]2[C:16](=[CH:17][C:18]([O:24][CH3:25])=[C:19]([O:22][CH3:23])[CH:20]=2)[N:15]=[CH:14][N:13]=1>CC(O)C>[Cl:1][C:2]1[CH:3]=[C:4]2[C:8](=[CH:9][CH:10]=1)[N:7]([C:12]1[C:21]3[C:16](=[CH:17][C:18]([O:24][CH3:25])=[C:19]([O:22][CH3:23])[CH:20]=3)[N:15]=[CH:14][N:13]=1)[CH2:6][CH2:5]2. Procedure details: Utilizing a procedure analogous to that described in Example 1, this product was prepared in 92% yield from 5-chloro-indoline (1.1 eq.) and 4-chloro-6,7-dimethoxy-quinazoline (1.0 eq) in i-PrOH. (M.P. 190°14 191° C.; GC/MS: 3.41 (M+); anal. RP18-HPLC RT: 4.58 min.). Reactants: CCCCC1(CC)CS(=O)(=O)c2ccc(N(C)C)cc2C(c2cccc(NC(=O)CCCCBr)c2)C1O, CN(C)C=O, COc1ccc(C2C(CCC(O)c3ccccc3)C(=O)N2c2ccc(CN)cc2)cc1. Yields the product CCCCC1(CC)CS(=O)(=O)c2ccc(N(C)C)cc2C(c2cccc(NC(=O)CCCCNCc3ccc(N4C(=O)C(CCC(O)c5ccccc5)C4c4ccc(OC)cc4)cc3)c2)C1O. RXN SMILES: [CH2:1]([CH2:2][CH2:3][CH3:4])[C:5]1([CH2:36][CH3:37])[CH:6]([OH:35])[CH:7]([c:21]2[cH:22][c:23]([NH:27][C:28]([CH2:29][CH2:30][CH2:31][CH2:32][Br:33])=[O:34])[cH:24][cH:25][cH:26]2)[c:8]2[c:9]([cH:14][cH:15][c:16]([N:18]([CH3:19])[CH3:20])[cH:17]2)[S:10](=[O:12])(=[O:13])[CH2:11]1.[CH3:69][N:70]([CH3:71])[CH:72]=[O:73].[NH2:38][CH2:39][c:40]1[cH:41][cH:42][c:43]([N:46]2[C:47](=[O:68])[CH:48]([CH2:58][CH2:59][CH:60]([c:61]3[cH:62][cH:63][cH:64][cH:65][cH:66]3)[OH:67])[CH:49]2[c:50]2[cH:51][cH:52][c:53]([O:56][CH3:57])[cH:54][cH:55]2)[cH:44][cH:45]1>>[CH2:1]([CH2:2][CH2:3][CH3:4])[C:5]1([CH2:36][CH3:37])[CH:6]([OH:35])[CH:7]([c:21]2[cH:22][c:23]([NH:27][C:28]([CH2:29][CH2:30][CH2:31][CH2:32][NH:38][CH2:39][c:40]3[cH:41][cH:42][c:43]([N:46]4[C:47](=[O:68])[CH:48]([CH2:58][CH2:59][CH:60]([c:61]5[cH:62][cH:63][cH:64][cH:65][cH:66]5)[OH:67])[CH:49]4[c:50]4[cH:51][cH:52][c:53]([O:56][CH3:57])[cH:54][cH:55]4)[cH:44][cH:45]3)=[O:34])[cH:24][cH:25][cH:26]2)[c:8]2[c:9]([cH:14][cH:15][c:16]([N:18]([CH3:19])[CH3:20])[cH:17]2)[S:10](=[O:12])(=[O:13])[CH2:11]1. Reactants: CCC(=O)OC(OC(=O)CC(CNC(=O)OC(C)(C)C)CC(C)C)C(C)C, ClCCl, O=C(O)C(F)(F)F. The product is CCC(=O)OC(OC(=O)CC(CN)CC(C)C)C(C)C. As a reaction SMILES: [CH3:1][CH:2]([CH:3]([O:4][C:5]([CH2:6][CH3:7])=[O:8])[O:9][C:10]([CH2:11][CH:12]([CH2:13][CH:14]([CH3:15])[CH3:16])[CH2:17][NH:18][C:19]([O:20][C:21]([CH3:22])([CH3:23])[CH3:24])=[O:25])=[O:26])[CH3:27].[Cl:35][CH2:36][Cl:37].[OH:28][C:29]([C:30]([F:31])([F:32])[F:33])=[O:34]>>[CH3:1][CH:2]([CH:3]([O:4][C:5]([CH2:6][CH3:7])=[O:8])[O:9][C:10]([CH2:11][CH:12]([CH2:13][CH:14]([CH3:15])[CH3:16])[CH2:17][NH2:18])=[O:26])[CH3:27]. Reactants: BrC1=CC(=CC2=C1N=C(S2)NC(OC)=O)OC2=CC=C(C=C2)[N+](=O)[O-] (methyl (4-bromo-6-(4-nitrophenoxy)benzthiazole-2-yl)carbamate), BrC1=CC(=CC2=C1N=C(S2)NC(OC)=O)OC2=CC=C(C=C2)[N+](=O)[O-] (methyl (4-bromo-6-(4-nitrophenoxy)benzthiazole-2-yl)carbamate). Reagents/catalysts: [Zn] (Zn). Run in CC(=O)O (AcOH). Reaction conditions: time 2 hour. Yields the product BrC1=CC(=CC2=C1N=C(S2)NC(OC)=O)OC2=CC=C(C=C2)N (Methyl (4-bromo-6-(4-aminophenoxy)benzthiazole-2-yl)carbamate). The yield is 67.0%. As a reaction SMILES: [Br:1][C:2]1[C:7]2[N:8]=[C:9]([NH:11][C:12](=[O:15])[O:13][CH3:14])[S:10][C:6]=2[CH:5]=[C:4]([O:16][C:17]2[CH:22]=[CH:21][C:20]([N+:23]([O-])=O)=[CH:19][CH:18]=2)[CH:3]=1>CC(O)=O.[Zn]>[Br:1][C:2]1[C:7]2[N:8]=[C:9]([NH:11][C:12](=[O:15])[O:13][CH3:14])[S:10][C:6]=2[CH:5]=[C:4]([O:16][C:17]2[CH:22]=[CH:21][C:20]([NH2:23])=[CH:19][CH:18]=2)[CH:3]=1. Procedure details: To a solution of methyl (4-bromo-6-(4-nitrophenoxy)benzthiazole-2-yl)carbamate (Intermediate 10F-65.3 mg, 0.15 mmol) in AcOH (2 mL) was added Zn powder (300 mg) and stirred at room temperature for 2 hrs. The insoluble materials were removed by filtration. The solvent was removed by evaporation. The residue was charged on SCX column chromatography then washed with MeOH then eluted with NH3—MeOH to give the title compound (39.6 mg, 65%): MS m/e 394, 396 (M+1). The reactants are Cl.CN(C)CC1C(C2=CC(=C(C=C2CC1)C)C)=O (2-[(dimethylamino)methyl]-3,4-dihydro-6,7-dimethyl-1(2H)-naphthalenone, hydrochloride), C1(=CC=CC=C1)N1CNC(C12CCNCC2)=O (1-phenyl-1,3,8-triazaspiro[4.5]decan-4-one). Solvent: C(C)O (ethanol). Reaction conditions: time 14 hour. Product: C1(=CC=CC=C1)N1CNC(C12CCN(CC2)CC2C(C1=CC(=C(C=C1CC2)C)C)=O)=O (1-Phenyl-8-[(1,2,3,4-tetrahydro-6,7-dimethyl-1-oxo-2naphthalenyl)methyl]-1,3,8-triazaspiro[4.5]decan-4-one). Isolated yield 80.6%. Reaction SMILES: Cl.[CH3:2][N:3]([CH2:5][CH:6]1[CH2:15][CH2:14][C:13]2[C:8](=[CH:9][C:10]([CH3:17])=[C:11]([CH3:16])[CH:12]=2)[C:7]1=[O:18])[CH3:4].[C:19]1([N:25]2[C:29]3([CH2:34]CNC[CH2:30]3)[C:28](=[O:35])[NH:27][CH2:26]2)[CH:24]=[CH:23][CH:22]=[CH:21][CH:20]=1>C(O)C>[C:19]1([N:25]2[C:29]3([CH2:30][CH2:2][N:3]([CH2:5][CH:6]4[CH2:15][CH2:14][C:13]5[C:8](=[CH:9][C:10]([CH3:17])=[C:11]([CH3:16])[CH:12]=5)[C:7]4=[O:18])[CH2:4][CH2:34]3)[C:28](=[O:35])[NH:27][CH2:26]2)[CH:20]=[CH:21][CH:22]=[CH:23][CH:24]=1 |f:0.1|. Reported procedure: A mixture of 14.0 g of 2-[(dimethylamino)methyl]-3,4-dihydro-6,7-dimethyl-1(2H)-naphthalenone, hydrochloride, 13.1 g of 92% 1-phenyl-1,3,8-triazaspiro[4.5]decan-4-one and 250 ml of absolute ethanol is warmed on a steam bath for 1 hour and then stirred vigorously for 14 hours. The resulting precipitates are collected and washed with absolute ethanol to give 17.6 g of the title compound, melting point 182°-183° C.